Dataset: the Open Reaction Database (ORD), a public repository of structured organic reaction records. Task: describe an organic reaction: reactants, conditions, products, and yield Reactants: C(C)(=O)O.N1CCC(CC1)[C@@H](C)O ((1R)-1-(4-piperidinyl)ethanol acetic acid salt), C(C)(=O)[O-].[Na+] (sodium acetate), N#CBr (cyanogen bromide). Solvent: CO (MeOH), C(Cl)Cl (CH2Cl2). Run at time 12 hour. Product: O[C@H](C)C1CCN(CC1)C#N (4-[(1R)-1-hydroxyethyl]-1-piperidinecarbonitrile). Yield: 103.8%. RXN SMILES: C(O)(=O)C.[NH:5]1[CH2:10][CH2:9][CH:8]([C@H:11]([OH:13])[CH3:12])[CH2:7][CH2:6]1.C([O-])(=O)C.[Na+].[N:19]#[C:20]Br>CO.C(Cl)Cl>[OH:13][C@@H:11]([CH:8]1[CH2:9][CH2:10][N:5]([C:20]#[N:19])[CH2:6][CH2:7]1)[CH3:12] |f:0.1,2.3|. Procedure details: (1R)-1-(4-Piperidinyl)ethanol acetic acid salt (Example 167, Step 1, 568 mg, 3 mmol, 94% ee) and sodium acetate (2.46 g, 30 mmol) in MeOH (30 mL) was stirred at room temperature for 15 min. A solution of cyanogen bromide (953 mg, 9 mmol) in CH2Cl2 (4 mL) was added at 0° C. The mixture was stirred from 0° C. to 25° C. for 12 h. The salt was removed by filtration and washed by CH2Cl2. After concentration, the crude product was purified by chromatography on a silica gel column using 70% EtOAc/CH2Cl...